Dataset: the Open Reaction Database (ORD), a public repository of structured organic reaction records. Task: describe an organic reaction: reactants, conditions, products, and yield Starting materials: NC=1C=CC(=C(C1)C(F)(F)F)Cl (5-amino-2-chlorobenzotrifluoride), C1(=CC=C(C=C1)S(=O)(=O)O)C (p-toluenesulfonic acid), N1CCOCC1 (morpholine), ClC1=C(C=C(C=O)C=C1)C(F)(F)F (4-chloro-3-(trifluoromethyl)benzaldehyde), ClC1=C(C=C(C=O)C=C1)C(F)(F)F (4-Chloro-3-(trifluoromethyl)benzaldehyde), [C-]#N.[K+] (potassium cyanide). Product: ClC1=C(C=C(C=C1)C(C#N)N1CCOCC1)C(F)(F)F (α-[4-chloro-3-(trifluoromethyl)phenyl]-4-morpholineacetonitrile). RXN SMILES: [NH2:1][C:2]1C=CC(Cl)=C(C(F)(F)F)C=1.[Cl:13][C:14]1[CH:21]=[CH:20][C:17]([CH:18]=O)=[CH:16][C:15]=1[C:22]([F:25])([F:24])[F:23].C1(C)C=CC(S(O)(=O)=O)=CC=1.[NH:37]1[CH2:42][CH2:41][O:40][CH2:39][CH2:38]1.[C-]#N.[K+]>>[Cl:13][C:14]1[CH:21]=[CH:20][C:17]([CH:18]([N:37]2[CH2:42][CH2:41][O:40][CH2:39][CH2:38]2)[C:2]#[N:1])=[CH:16][C:15]=1[C:22]([F:25])([F:24])[F:23] |f:4.5|. Procedure: According to the method in "Organic Syntheses", 5-amino-2-chlorobenzotrifluoride is converted to 4-chloro-3-(trifluoromethyl)benzaldehyde. As in Example 35, the following reactions are carried out. 4-Chloro-3-(trifluoromethyl)benzaldehyde (13.9 g.), 14.27 g. of p-toluenesulfonic acid, 13.01 g. of morpholine and 4.88 g. of potassium cyanide is reacted to give α-[4-chloro-3-(trifluoromethyl)phenyl]-4-morpholineacetonitrile as white crystals, m.p. 73°-74° C. This compound (14.0g.) is reacted with e... Reactants: FC(CN1N=C(CC1=O)C(N)=O)(F)F (1-trifluoroethyl-3-carbamoyl-2-pyrazolin-5-one), OC1=CC=C(C=O)C=C1 (p-hydroxybenzaldehyde). The solvent is COCCO (ethylene glycol monomethyl ether). The product is FC(CN1N=C(C(C1=O)=CC1=CC=C(C=C1)O)C(N)=O)(F)F (1-trifluoroethyl-3-carbamoyl-4-(p-hydroxybenzylidene)-2-pyrazolin-5-one). RXN SMILES: [F:1][C:2]([F:14])([F:13])[CH2:3][N:4]1[C:8](=[O:9])[CH2:7][C:6]([C:10](=[O:12])[NH2:11])=[N:5]1.[OH:15][C:16]1[CH:23]=[CH:22][C:19]([CH:20]=O)=[CH:18][CH:17]=1>COCCO>[F:14][C:2]([F:1])([F:13])[CH2:3][N:4]1[C:8](=[O:9])[C:7](=[CH:20][C:19]2[CH:22]=[CH:23][C:16]([OH:15])=[CH:17][CH:18]=2)[C:6]([C:10](=[O:12])[NH2:11])=[N:5]1. Procedure: 0.1 mole of 1-trifluoroethyl-3-carbamoyl-2-pyrazolin-5-one and 0.1 mole of p-hydroxybenzaldehyde were stirred for 1 hour in 150 ml of boiling ethylene glycol monomethyl ether. The solvent was distilled off under reduced pressure and the yellow dye was crystallized from methanol. Starting materials: CC#N, O=C1CCC(=O)N1Cl, Cc1ccc(N)c(C(=O)N(CCc2cccc(C(F)(F)F)c2)Cc2ccc(C(C)(C)C)cc2)c1. Product: Cc1cc(Cl)c(N)c(C(=O)N(CCc2cccc(C(F)(F)F)c2)Cc2ccc(C(C)(C)C)cc2)c1. Reaction SMILES: [CH3:43][C:44]#[N:45].[Cl:35][N:36]1[C:37](=[O:38])[CH2:39][CH2:40][C:41]1=[O:42].[NH2:1][c:2]1[c:3]([C:4](=[O:5])[N:6]([CH2:7][CH2:8][c:9]2[cH:10][c:11]([C:15]([F:16])([F:17])[F:18])[cH:12][cH:13][cH:14]2)[CH2:19][c:20]2[cH:21][cH:22][c:23]([C:26]([CH3:27])([CH3:28])[CH3:29])[cH:24][cH:25]2)[cH:30][c:31]([CH3:34])[cH:32][cH:33]1>>[NH2:1][c:2]1[c:3]([C:4](=[O:5])[N:6]([CH2:7][CH2:8][c:9]2[cH:10][c:11]([C:15]([F:16])([F:17])[F:18])[cH:12][cH:13][cH:14]2)[CH2:19][c:20]2[cH:21][cH:22][c:23]([C:26]([CH3:27])([CH3:28])[CH3:29])[cH:24][cH:25]2)[cH:30][c:31]([CH3:34])[cH:32][c:33]1[Cl:35]. Reactants: C(C=C)N (allylamine), [OH-].[Na+] (sodium hydroxide), ClC1=NC(=NC(=N1)Cl)N(CCCCCCN(C1CC(NC(C1)(C)C)(C)C)C1=NC(=NC(=N1)Cl)Cl)C1CC(NC(C1)(C)C)(C)C (N,N'-bis-(2,4-dichloro-1,3,5-triazin-6-yl)-N,N'-bis-(2,2,6,6-tetramethylpiperid-4-yl)-hexamethylenediamine). The solvent is O (water), C1(=CC=CC=C1)C (toluene). Run at time 19 hour. The product is ClC1=NC(=NC(=N1)NCC=C)N(CCCCCCN(C1CC(NC(C1)(C)C)(C)C)C1=NC(=NC(=N1)Cl)NCC=C)C1CC(NC(C1)(C)C)(C)C (N,N'-bis-(2-chloro-4-allylamino-1,3,5-triazin-6-yl)-N,N'-bis-(2,2,6,6-tetramethylpiperid-4-yl)-hexamethylenediamine). Reaction SMILES: [CH2:1]([NH2:4])[CH:2]=[CH2:3].[Cl:5][C:6]1[N:11]=[C:10](Cl)[N:9]=[C:8]([N:13]([CH:39]2[CH2:44][C:43]([CH3:46])([CH3:45])[NH:42][C:41]([CH3:48])([CH3:47])[CH2:40]2)[CH2:14][CH2:15][CH2:16][CH2:17][CH2:18][CH2:19][N:20]([C:31]2[N:36]=[C:35]([Cl:37])[N:34]=[C:33](Cl)[N:32]=2)[CH:21]2[CH2:26][C:25]([CH3:28])([CH3:27])[NH:24][C:23]([CH3:30])([CH3:29])[CH2:22]2)[N:7]=1.[OH-].[Na+]>C1(C)C=CC=CC=1.O>[Cl:5][C:6]1[N:11]=[C:10]([NH:4][CH2:1][CH:2]=[CH2:3])[N:9]=[C:8]([N:13]([CH:39]2[CH2:40][C:41]([CH3:47])([CH3:48])[NH:42][C:43]([CH3:45])([CH3:46])[CH2:44]2)[CH2:14][CH2:15][CH2:16][CH2:17][CH2:18][CH2:19][N:20]([C:31]2[N:36]=[C:35]([Cl:37])[N:34]=[C:33]([NH:4][CH2:1][CH:2]=[CH2:3])[N:32]=2)[CH:21]2[CH2:22][C:23]([CH3:29])([CH3:30])[NH:24][C:25]([CH3:28])([CH3:27])[CH2:26]2)[N:7]=1 |f:2.3|. Procedure details: 17.2 g (0.3 mole) of anhydrous allylamine are added dropwise, in the course of one hour, at 30°-40° and while stirring, to a solution of 103.6 g (0.15 mole) of N,N'-bis-(2,4-dichloro-1,3,5-triazin-6-yl)-N,N'-bis-(2,2,6,6-tetramethylpiperid-4-yl)-hexamethylenediamine in 500 ml of toluene. A solution of 12.0 g (0.3 mole) of sodium hydroxide in 100 ml of water is then added at approx. 30°, and stirring is continued for a further 19 hours at 50°. The mixture is worked up by separating off the aqueou... Starting materials: FC1=C(C=CC(=C1)OC)C=C[N+](=O)[O-] (2-fluoro-4-methoxy-1-(2-nitro-vinyl)-benzene), [H-].[H-].[H-].[H-].[Li+].[Al+3] (LiAlH4), OS(=O)(=O)O (H2SO4), [H-].[H-].[H-].[H-].[Li+].[Al+3] (LiAlH4). Run in C1CCOC1 (THF), C1CCOC1 (THF). Product: FC1=C(C=CC(=C1)OC)CCN (2-(2-fluoro-4-methoxy-phenyl)-ethylamine). As a reaction SMILES: [H-].[H-].[H-].[H-].[Li+].[Al+3].[F:7][C:8]1[CH:13]=[C:12]([O:14][CH3:15])[CH:11]=[CH:10][C:9]=1[CH:16]=[CH:17][N+:18]([O-])=O.OS(O)(=O)=O>C1COCC1>[F:7][C:8]1[CH:13]=[C:12]([O:14][CH3:15])[CH:11]=[CH:10][C:9]=1[CH2:16][CH2:17][NH2:18] |f:0.1.2.3.4.5|. Reported procedure: LiAlH4 (3.5 equivalents) was suspended in THF and brought to reflux. 2-fluoro-4-methoxy-1-(2-nitro-vinyl)-benzene (1 equivalent) was dissolved in THF and added dropwise to the LiAlH4. The reaction was allowed to proceed at reflux overnight. The reaction was then cooled in an ice bath and H2SO4 was added dropwise. The reaction was extracted with ether. The ether fractions were discarded. The aqueous layer was adjusted to pH 12 with 5% NaOH and extracted with ether (3×). Combined ether fractions w... The reactants are C=CCBr, Nn1ccnn1. Yields the product [Br-], C=CCn1cc[n+](N)n1. RXN SMILES: [CH2:7]([CH:8]=[CH2:9])[Br:10].[NH2:1][n:2]1[n:3][n:4][cH:5][cH:6]1>>[Br-:10].[NH2:1][n+:2]1[n:3][n:4]([CH2:9][CH:8]=[CH2:7])[cH:5][cH:6]1. The product is N1CCC(CC1)N1C(NC2=[N+](C=CC=C21)[O-])=O (1-Piperidin-4-yl-1,3-dihydro-2H-imidazo[4,5-b]pyridin-2-one 4-oxide), C(=O)(C(F)(F)F)O (TFA). Run in ClCCl (dichloromethane). Reaction conditions: time 3 hour. Procedure details: tert-Butyl 4-(4-oxido-2-oxo-2,3-dihydro-1H-imidazo[4,5-b]pyridin-1-yl)piperidine-1-carboxylate (45 mg, 0.135 mmol) was dissolved in dichloromethane (10 mL) and trifluoroacetic acid (5 mL) was added at room temperature. After 3 h, the volatiles were removed in vacuo to give the title compound as its TFA salt. MS 235.2 (M+1). As a reaction SMILES: [O-:1][N+:2]1[CH:7]=[CH:6][CH:5]=[C:4]2[N:8]([CH:12]3[CH2:17][CH2:16][N:15](C(OC(C)(C)C)=O)[CH2:14][CH2:13]3)[C:9](=[O:11])[NH:10][C:3]=12.[F:25][C:26]([F:31])([F:30])[C:27]([OH:29])=[O:28]>ClCCl>[NH:15]1[CH2:14][CH2:13][CH:12]([N:8]2[C:4]3[C:3](=[N+:2]([O-:1])[CH:7]=[CH:6][CH:5]=3)[NH:10][C:9]2=[O:11])[CH2:17][CH2:16]1.[C:27]([OH:29])([C:26]([F:31])([F:30])[F:25])=[O:28]. Starting materials: [O-][N+]1=C2C(=CC=C1)N(C(N2)=O)C2CCN(CC2)C(=O)OC(C)(C)C (tert-Butyl 4-(4-oxido-2-oxo-2,3-dihydro-1H-imidazo[4,5-b]pyridin-1-yl)piperidine-1-carboxylate), FC(C(=O)O)(F)F (trifluoroacetic acid).